This data is from the Open Reaction Database (ORD), a public repository of structured organic reaction records. The task is: describe an organic reaction: reactants, conditions, products, and yield Starting materials: CN(C)C=O, CN1CCCC1=O, O=C(Cl)C(=O)Cl, Nc1ccc(Oc2ccc3nc(NC(=O)C4CC4)cn3n2)cc1, C1CCOC1, O=C(O)c1cccc(C(F)(F)F)c1. The product is O=C(Nc1ccc(Oc2ccc3nc(NC(=O)C4CC4)cn3n2)cc1)c1cccc(C(F)(F)F)c1. As a reaction SMILES: [CH3:43][N:44]([CH3:45])[CH:46]=[O:47].[CH3:48][N:49]1[CH2:50][CH2:51][CH2:52][C:53]1=[O:54].[Cl:37][C:38]([C:39]([Cl:40])=[O:41])=[O:42].[NH2:1][c:2]1[cH:3][cH:4][c:5]([O:6][c:7]2[cH:8][cH:9][c:10]3[n:11]([n:12]2)[cH:13][c:14]([NH:16][C:17](=[O:18])[CH:19]2[CH2:20][CH2:21]2)[n:15]3)[cH:22][cH:23]1.[O:55]1[CH2:56][CH2:57][CH2:58][CH2:59]1.[OH:24][C:25](=[O:26])[c:27]1[cH:28][cH:29][cH:30][c:31]([C:33]([F:34])([F:35])[F:36])[cH:32]1>>[NH:1]([c:2]1[cH:3][cH:4][c:5]([O:6][c:7]2[cH:8][cH:9][c:10]3[n:11]([n:12]2)[cH:13][c:14]([NH:16][C:17](=[O:18])[CH:19]2[CH2:20][CH2:21]2)[n:15]3)[cH:22][cH:23]1)[C:25](=[O:24])[c:27]1[cH:28][cH:29][cH:30][c:31]([C:33]([F:34])([F:35])[F:36])[cH:32]1. Reactants: CC(C)n1ncnc1-c1nc2c(s1)CCOc1cc(C3CNC3)ccc1-2, O=Cc1ncco1. The product is CC(C)n1ncnc1-c1nc2c(s1)CCOc1cc(C3CN(Cc4ncco4)C3)ccc1-2. As a reaction SMILES: [NH:1]1[CH2:2][CH:3]([c:5]2[cH:6][c:7]3[c:8]([cH:25][cH:26]2)-[c:9]2[n:10][c:11](-[c:17]4[n:18]([CH:22]([CH3:23])[CH3:24])[n:19][cH:20][n:21]4)[s:12][c:13]2[CH2:14][CH2:15][O:16]3)[CH2:4]1.[o:27]1[c:28]([CH:32]=[O:33])[n:29][cH:30][cH:31]1>>[N:1]1([CH2:32][c:28]2[o:27][cH:31][cH:30][n:29]2)[CH2:2][CH:3]([c:5]2[cH:6][c:7]3[c:8]([cH:25][cH:26]2)-[c:9]2[n:10][c:11](-[c:17]4[n:18]([CH:22]([CH3:23])[CH3:24])[n:19][cH:20][n:21]4)[s:12][c:13]2[CH2:14][CH2:15][O:16]3)[CH2:4]1. The reactants are Cl, CC(SC1COC(c2ccccc2)OC1)C(O)(Cn1cncn1)c1cc(F)ccc1F. Product: CC(SC(CO)CO)C(O)(Cn1cncn1)c1cc(F)ccc1F. RXN SMILES: [ClH:32].[F:1][c:2]1[c:3]([C:9]([CH2:10][n:11]2[n:12][cH:13][n:14][cH:15]2)([CH:16]([CH3:17])[S:18][CH:19]2[CH2:20][O:21][CH:22]([c:25]3[cH:26][cH:27][cH:28][cH:29][cH:30]3)[O:23][CH2:24]2)[OH:31])[cH:4][c:5]([F:8])[cH:6][cH:7]1>>[F:1][c:2]1[c:3]([C:9]([CH2:10][n:11]2[n:12][cH:13][n:14][cH:15]2)([CH:16]([CH3:17])[S:18][CH:19]([CH2:20][OH:21])[CH2:24][OH:23])[OH:31])[cH:4][c:5]([F:8])[cH:6][cH:7]1. Reactants: Cc1ccccc1, CC(C)Oc1ccc(N)cc1, O=C(Cl)c1cccc(S(=O)(=O)Cl)c1. Yields the product CC(C)Oc1ccc(NC(=O)c2cccc(S(=O)(=O)Cl)c2)cc1. RXN SMILES: [CH3:25][c:26]1[cH:27][cH:28][cH:29][cH:30][cH:31]1.[CH:14]([CH3:15])([CH3:16])[O:17][c:18]1[cH:19][cH:20][c:21]([NH2:22])[cH:23][cH:24]1.[Cl:1][S:2](=[O:3])(=[O:4])[c:5]1[cH:6][c:7]([C:8](=[O:9])[Cl:10])[cH:11][cH:12][cH:13]1>>[Cl:1][S:2](=[O:3])(=[O:4])[c:5]1[cH:6][c:7]([C:8](=[O:9])[NH:22][c:21]2[cH:20][cH:19][c:18]([O:17][CH:14]([CH3:15])[CH3:16])[cH:24][cH:23]2)[cH:11][cH:12][cH:13]1. The reactants are CCOC(=O)C(C(=O)C)C(=O)C (ethyl diacetoacetate), NC(=O)N (urea), Cl (HCl). Run in C(C)O (ethanol). Reaction conditions: temperature 90 celsius. The product is OC1=NC(=C(C(=N1)C)C(=O)OCC)C (ethyl 2-hydroxy-4,6-dimethylpyrimidine-5-carboxylate). RXN SMILES: [CH3:1][CH2:2][O:3][C:4]([CH:6]([C:10]([CH3:12])=O)[C:7]([CH3:9])=O)=[O:5].[NH2:13][C:14]([NH2:16])=[O:15].Cl>C(O)C>[OH:15][C:14]1[N:16]=[C:10]([CH3:12])[C:6]([C:4]([O:3][CH2:2][CH3:1])=[O:5])=[C:7]([CH3:9])[N:13]=1. Procedure: A mixture of ethyl diacetoacetate (17.22 g, 100 mmol), urea (9.61 g, 160 mmol) and HCl (10 M, 4 ml) in ethanol (400 ml) was heated to 90° C. for 12 hours. The mixture was concentrated to remain 200 ml and then was cooled to −20° C. to allow precipitation. The mixture was filtered at room temperature to obtained 6a as solid granulate (5.32 g, 2.71 mmol, 27%). The product is C(C)(C)(C)C=1C=C(C=C(C1O)C(C)(C)C)NC(=O)[C@H]1[C@@H](CCCC1)C(=O)O (2-[N-(3,5-Di-t-butyl-4-hydroxyphenyl)carbamoyl]-transcyclohexanecarboxylic Acid). Reaction SMILES: [NH2:1][C:2]1[CH:7]=[C:6]([C:8]([CH3:11])([CH3:10])[CH3:9])[C:5]([OH:12])=[C:4]([C:13]([CH3:16])([CH3:15])[CH3:14])[CH:3]=1.[C@@H:17]12[C:26](=[O:27])[O:25][C:23](=[O:24])[C@H:18]1[CH2:19][CH2:20][CH2:21][CH2:22]2>COCCOC>[C:8]([C:6]1[CH:7]=[C:2]([NH:1][C:26]([C@@H:17]2[CH2:22][CH2:21][CH2:20][CH2:19][C@H:18]2[C:23]([OH:25])=[O:24])=[O:27])[CH:3]=[C:4]([C:13]([CH3:16])([CH3:15])[CH3:14])[C:5]=1[OH:12])([CH3:9])([CH3:10])[CH3:11]. Solvent: COCCOC (1,2-dimethoxyethane), COCCOC (1,2-dimethoxyethane). Yield: 53.3%. Procedure details: A solution containing 4.00 g (0.022 mole) of 4-amino-2,6-di-t-butylphenol in 50 ml of 1,2-dimethoxyethane was added dropwise over a period of ten minutes to a solution of 3.35 g (0.022 mole) of trans-1,2-cyclohexanedicarboxylic anhydride in 50 ml of 1,2-dimethoxyethane. The reaction mixture was stirred at room temperature for about seventy-two hours. The solvent was removed under vacuum and the residual solid was triturated with a mixture of diethyl ether and hexane. The resulting solid was recr... Starting materials: NC1=CC(=C(C(=C1)C(C)(C)C)O)C(C)(C)C (4-amino-2,6-di-t-butylphenol), [C@@H]12[C@H](CCCC1)C(=O)OC2=O (trans-1,2-cyclohexanedicarboxylic anhydride). Reactants: CSCn1cc(C(=O)NCc2ccc(Cl)cc2)c(=O)c2cc(CN3CCOCC3)ccc21, O=C(OO)c1cccc(Cl)c1, ClCCl, O, Cc1ccc(S(=O)(=O)O)cc1. Product: CS(=O)Cn1cc(C(=O)NCc2ccc(Cl)cc2)c(=O)c2cc(CN3CCOCC3)ccc21. As a reaction SMILES: [Cl:1][c:2]1[cH:3][cH:4][c:5]([CH2:6][NH:7][C:8](=[O:9])[c:10]2[cH:11][n:12]([CH2:28][S:29][CH3:30])[c:13]3[cH:14][cH:15][c:16]([CH2:21][N:22]4[CH2:23][CH2:24][O:25][CH2:26][CH2:27]4)[cH:17][c:18]3[c:19]2=[O:20])[cH:31][cH:32]1.[Cl:45][c:46]1[cH:47][c:48]([C:52]([O:53][OH:54])=[O:55])[cH:49][cH:50][cH:51]1.[Cl:56][CH2:57][Cl:58].[OH2:33].[c:34]1([CH3:35])[cH:36][cH:37][c:38]([S:39]([OH:40])(=[O:41])=[O:42])[cH:43][cH:44]1>>[Cl:1][c:2]1[cH:3][cH:4][c:5]([CH2:6][NH:7][C:8](=[O:9])[c:10]2[cH:11][n:12]([CH2:28][S:29]([CH3:30])=[O:41])[c:13]3[cH:14][cH:15][c:16]([CH2:21][N:22]4[CH2:23][CH2:24][O:25][CH2:26][CH2:27]4)[cH:17][c:18]3[c:19]2=[O:20])[cH:31][cH:32]1. Starting materials: CO (methanol), S(O)(O)(=O)=O (sulfuric acid), FCCOC1=CC=C(C=C1)C(=C)C (4-(2-fluoroethoxy)-isopropenylbenzene), aqueous solution, OO (hydrogen peroxide). Run in O (water). Run at temperature 40 celsius, time 1 hour. Product: FCCOC1=CC=C(C=C1)O (4-(2-fluoroethoxy)phenol). RXN SMILES: C[OH:2].S(=O)(=O)(O)O.[F:8][CH2:9][CH2:10][O:11][C:12]1[CH:17]=[CH:16][C:15](C(C)=C)=[CH:14][CH:13]=1.OO>O>[F:8][CH2:9][CH2:10][O:11][C:12]1[CH:17]=[CH:16][C:15]([OH:2])=[CH:14][CH:13]=1. Procedure details: Then, a mixture of 30 ml of methanol and 2 ml of concentrated sulfuric acid was warmed to 40° C., and 9.0 g of the resulting crude 4-(2-fluoroethoxy)-isopropenylbenzene prepared as above and a 30% aqueous solution of hydrogen peroxide were separately added dropwise to the warmed mixture over the course of 20 minutes. The reaction was continued for 1 hour. The reaction mixture was cooled, poured into water, and extracted with toluene. The toluene layer was washed with water, and dried over anhydr... The reactants are FC1=C(C=CC=C1F)CCCCCCC (2,3-Difluoro-1-heptylbenzene), C(CCC)[Li] (n-butyllithium), B(OC(C)C)(OC(C)C)OC(C)C (triisopropyl borate). Reported procedure: Quantities: compound from Example 24 (31.4 g, 0.15 mol), n-butyllithium (15 cm3, 10.0M in hexanes, 0.15 mol) and triisopropyl borate (56.4 g, 0.3 mol). The experimental procedure was as described in Example 28. Reaction SMILES: [F:1][C:2]1[C:7]([F:8])=[CH:6][CH:5]=[CH:4][C:3]=1[CH2:9][CH2:10][CH2:11][CH2:12][CH2:13][CH2:14][CH3:15].C([Li])CCC.[B:21](OC(C)C)([O:26]C(C)C)[O:22]C(C)C>>[CH2:9]([C:3]1[CH:4]=[CH:5][C:6]([B:21]([OH:26])[OH:22])=[C:7]([F:8])[C:2]=1[F:1])[CH2:10][CH2:11][CH2:12][CH2:13][CH2:14][CH3:15]. Product: C(CCCCCC)C1=C(C(=C(C=C1)B(O)O)F)F (4-n-Heptyl-2,3-difluorophenyl boronic acid). The reactants are C(C)(=O)O[BH-](OC(C)=O)OC(C)=O.[Na+] (sodium triacetoxyborohydride), FC(C(=O)C)(F)F (1,1,1-trifluoroacetone), C(C1=CC=CC=C1)N (benzylamine), CC(=O)O (AcOH). Run in C(Cl)Cl (CH2Cl2). Product: FC(C(C)NCC1=CC=CC=C1)(F)F (N-(2,2,2-Trifluoro-1-methylethyl)benzenemethanamine). Isolated yield 98.4%. RXN SMILES: [F:1][C:2]([F:7])([F:6])[C:3]([CH3:5])=O.[CH2:8]([NH2:15])[C:9]1[CH:14]=[CH:13][CH:12]=[CH:11][CH:10]=1.CC(O)=O.C(O[BH-](OC(=O)C)OC(=O)C)(=O)C.[Na+]>C(Cl)Cl>[F:1][C:2]([F:7])([F:6])[CH:3]([NH:15][CH2:8][C:9]1[CH:14]=[CH:13][CH:12]=[CH:11][CH:10]=1)[CH3:5] |f:3.4|. Reported procedure: After briskly stirring a mixture of 1,1,1-trifluoroacetone (1.0 ml; 11.2 mmol), benzylamine (1.1 ml; 10 mmol), AcOH (2 ml) and 3 Å molecular sieves (5 g) in 30 ml of CH2Cl2 for 2 hour at room temperature, sodium triacetoxyborohydride (4.25 g; 20 mmol) was added. After stirring 48 hours at room temperature, the reaction mixture was filtered through celite. After removing the volatiles in vacuo the residue was partitioned between ether (100 ml) and 1N NaOH (100 ml). The organic layer was washed wi...